This data is from the Open Reaction Database (ORD), a public repository of structured organic reaction records. The task is: describe an organic reaction: reactants, conditions, products, and yield The reactants are CC(C)(C)c1ccc2c(c1)-c1cc(C(C)(C)C)ccc1C2, O=C([O-])O, C=CCOc1c(C(C)(C)C)cc(C)cc1[Si](Cl)(CC)CC, C1CCOC1, CCCCCC, Cc1ccccc1, [KH], [Na+], [Na+], [Na+], O=C([O-])[O-]. Product: C=CCOc1c(C(C)(C)C)cc(C)cc1[Si](CC)(CC)C1c2ccc(C(C)(C)C)cc2-c2cc(C(C)(C)C)ccc21. RXN SMILES: [C:2]([CH3:3])([CH3:4])([CH3:5])[c:6]1[cH:7][cH:8][c:9]2[c:17]([cH:18]1)-[c:16]1[c:11]([cH:12][cH:13][c:14]([C:19]([CH3:20])([CH3:21])[CH3:22])[cH:15]1)[CH2:10]2.[C:44](=[O:45])([O-:46])[OH:47].[CH2:23]([CH:24]=[CH2:25])[O:26][c:27]1[c:28]([Si:38]([CH2:39][CH3:40])([CH2:41][CH3:42])[Cl:43])[cH:29][c:30]([CH3:37])[cH:31][c:32]1[C:33]([CH3:34])([CH3:35])[CH3:36].[CH2:61]1[O:62][CH2:63][CH2:64][CH2:65]1.[CH3:55][CH2:56][CH2:57][CH2:58][CH2:59][CH3:60].[CH3:66][c:67]1[cH:68][cH:69][cH:70][cH:71][cH:72]1.[KH:1].[Na+:48].[Na+:49].[Na+:50].[O-:51][C:52](=[O:53])[O-:54]>>[C:2]([CH3:3])([CH3:4])([CH3:5])[c:6]1[cH:7][cH:8][c:9]2[c:17]([cH:18]1)-[c:16]1[c:11]([cH:12][cH:13][c:14]([C:19]([CH3:20])([CH3:21])[CH3:22])[cH:15]1)[CH:10]2[Si:38]([c:28]1[c:27]([O:26][CH2:23][CH:24]=[CH2:25])[c:32]([C:33]([CH3:34])([CH3:35])[CH3:36])[cH:31][c:30]([CH3:37])[cH:29]1)([CH2:39][CH3:40])[CH2:41][CH3:42].